Dataset: the Open Reaction Database (ORD), a public repository of structured organic reaction records. Task: describe an organic reaction: reactants, conditions, products, and yield Reactants: Cn1c(=O)c(CNCC(c2ccccc2)C2CCOCC2)cc2ccccc21, CCN(C(C)C)C(C)C, O=C(Cl)C1CCCCC1, ClCCl. The product is Cn1c(=O)c(CN(CC(c2ccccc2)C2CCOCC2)C(=O)C2CCCCC2)cc2ccccc21. As a reaction SMILES: [CH3:1][n:2]1[c:3](=[O:28])[c:4]([CH2:12][NH:13][CH2:14][CH:15]([CH:16]2[CH2:17][CH2:18][O:19][CH2:20][CH2:21]2)[c:22]2[cH:23][cH:24][cH:25][cH:26][cH:27]2)[cH:5][c:6]2[cH:7][cH:8][cH:9][cH:10][c:11]12.[CH:29]([N:30]([CH2:31][CH3:32])[CH:33]([CH3:34])[CH3:35])([CH3:36])[CH3:37].[CH:38]1([C:44](=[O:45])[Cl:46])[CH2:39][CH2:40][CH2:41][CH2:42][CH2:43]1.[Cl:47][CH2:48][Cl:49]>>[CH3:1][n:2]1[c:3](=[O:28])[c:4]([CH2:12][N:13]([CH2:14][CH:15]([CH:16]2[CH2:17][CH2:18][O:19][CH2:20][CH2:21]2)[c:22]2[cH:23][cH:24][cH:25][cH:26][cH:27]2)[C:44]([CH:38]2[CH2:39][CH2:40][CH2:41][CH2:42][CH2:43]2)=[O:45])[cH:5][c:6]2[cH:7][cH:8][cH:9][cH:10][c:11]12. Reactants: O (Water), [OH-].[K+] (Potassium hydroxide), CC(C)(C)C1=C(C(=CC(=C1)S)C(C)(C)C)O (2,6-bis(1,1-dimethylethyl)-4-mercaptophenol), C(C)OC(CCCBr)=O (ethyl-4-bromo-butyrate). The solvent is CC(=O)C (acetone). Conditions: time 1.5 hour. Product: CC(C)(C)C=1C=C(C=C(C1O)C(C)(C)C)SCCCC(=O)O (4-[[3,5-bis(1,1-dimethylethyl)-4-hydroxy phenyl]thio]butanoic acid). RXN SMILES: [OH-].[K+].[CH3:3][C:4]([C:7]1[CH:12]=[C:11]([SH:13])[CH:10]=[C:9]([C:14]([CH3:17])([CH3:16])[CH3:15])[C:8]=1[OH:18])([CH3:6])[CH3:5].C([O:21][C:22](=[O:27])[CH2:23][CH2:24][CH2:25]Br)C.O>CC(C)=O>[CH3:6][C:4]([C:7]1[CH:12]=[C:11]([S:13][CH2:25][CH2:24][CH2:23][C:22]([OH:27])=[O:21])[CH:10]=[C:9]([C:14]([CH3:17])([CH3:16])[CH3:15])[C:8]=1[OH:18])([CH3:3])[CH3:5] |f:0.1|. Procedure details: Potassium hydroxide flakes (2.52 g, 0.045 mole) were added to a clear solution of 2,6-bis(1,1-dimethylethyl)-4-mercaptophenol (3.57 g, 0.0165 mole) and ethyl-4-bromo-butyrate (3.23 g, 0.0165 mole) in acetone (10 ml). Water (20 ml) was added and the solution stirred for 1.5 hours, the solvent removed on a rotary evaporator and water (50 ml) added, and the mixture was extracted with ethyl ether (3×75 ml). The aqueous layer was acidified with concentrated hydrochloric acid, extracted with ethyl eth... Reactants: [OH-].[Na+] (sodium hydroxide), FC=1C=C(COC2=C(C=CC(=C2)CCC(=O)OC)C2=CC(=CC=C2)N(C(=O)NCCCCCCC)C)C=CC1 (methyl 3-[2-(3-fluorobenzyloxy)-3′-(3-heptyl-1-methylureido)biphenyl-4-yl]propanoate). Run in O1CCCC1.CO (tetrahydrofuran methanol). Product: FC=1C=C(COC2=C(C=CC(=C2)CCC(=O)O)C2=CC(=CC=C2)N(C(=O)NCCCCCCC)C)C=CC1 (3-[2-(3-fluorobenzyloxy)-3′-(3-heptyl-1-methylureido)biphenyl-4-yl]propanoic acid). The yield is 68.0%. As a reaction SMILES: [OH-].[Na+].[F:3][C:4]1[CH:5]=[C:6]([CH:39]=[CH:40][CH:41]=1)[CH2:7][O:8][C:9]1[CH:14]=[C:13]([CH2:15][CH2:16][C:17]([O:19]C)=[O:18])[CH:12]=[CH:11][C:10]=1[C:21]1[CH:26]=[CH:25][CH:24]=[C:23]([N:27]([CH3:38])[C:28]([NH:30][CH2:31][CH2:32][CH2:33][CH2:34][CH2:35][CH2:36][CH3:37])=[O:29])[CH:22]=1>O1CCCC1.CO>[F:3][C:4]1[CH:5]=[C:6]([CH:39]=[CH:40][CH:41]=1)[CH2:7][O:8][C:9]1[CH:14]=[C:13]([CH2:15][CH2:16][C:17]([OH:19])=[O:18])[CH:12]=[CH:11][C:10]=1[C:21]1[CH:26]=[CH:25][CH:24]=[C:23]([N:27]([CH3:38])[C:28]([NH:30][CH2:31][CH2:32][CH2:33][CH2:34][CH2:35][CH2:36][CH3:37])=[O:29])[CH:22]=1 |f:0.1,3.4|. Reported procedure: In a manner similar to that of Example 19g, by reaction of 400 mg (10 mmol, 10 eq) of sodium hydroxide and methyl 3-[2-(3-fluorobenzyloxy)-3′-(3-heptyl-1-methylureido)biphenyl-4-yl]propanoate, obtained in the preceding step, in 10 ml of a tetrahydrofuran/methanol mixture (8/2), and after crystallization from pentane, 305 mg of 3-[2-(3-fluorobenzyloxy)-3′-(3-heptyl-1-methylureido)biphenyl-4-yl]propanoic acid are obtained in the form of a white powder (m.p.=73° C.). Yield=68% over the two steps. Reactants: CCO, ClC(Cl)Cl, Cl, [Fe], [K+], O=[N+]([O-])c1ccc(C=Cc2ccncn2)cc1, [OH-], O. The product is Nc1ccc(C=Cc2ccncn2)cc1. As a reaction SMILES: [CH3:19][CH2:20][OH:21].[CH:25]([Cl:26])([Cl:27])[Cl:28].[ClH:1].[Fe:24].[K+:23].[N+:2]([O-:3])(=[O:4])[c:5]1[cH:6][cH:7][c:8]([CH:11]=[CH:12][c:13]2[n:14][cH:15][n:16][cH:17][cH:18]2)[cH:9][cH:10]1.[OH-:22].[OH2:29]>>[NH2:2][c:5]1[cH:6][cH:7][c:8]([CH:11]=[CH:12][c:13]2[n:14][cH:15][n:16][cH:17][cH:18]2)[cH:9][cH:10]1. Reactants: CN1CCCC1=O, S=C=NCCc1ccc(Cl)cc1, Cn1c(=O)cc(C(F)(F)F)c2cc(N)ccc21. The product is Cn1c(=O)cc(C(F)(F)F)c2cc(NC(=S)NCCc3ccc(Cl)cc3)ccc21. Reaction SMILES: [CH3:30][N:31]1[CH2:32][CH2:33][CH2:34][C:35]1=[O:36].[Cl:18][c:19]1[cH:20][cH:21][c:22]([CH2:25][CH2:26][N:27]=[C:28]=[S:29])[cH:23][cH:24]1.[NH2:1][c:2]1[cH:3][c:4]2[c:5]([C:14]([F:15])([F:16])[F:17])[cH:6][c:7](=[O:13])[n:8]([CH3:12])[c:9]2[cH:10][cH:11]1>>[NH:1]([c:2]1[cH:3][c:4]2[c:5]([C:14]([F:15])([F:16])[F:17])[cH:6][c:7](=[O:13])[n:8]([CH3:12])[c:9]2[cH:10][cH:11]1)[C:28]([NH:27][CH2:26][CH2:25][c:22]1[cH:21][cH:20][c:19]([Cl:18])[cH:24][cH:23]1)=[S:29]. The reactants are COC=1C=CC2=C(S(C(=C2OC=2C=CC(=NC2)C(=O)OC)C2=CC=C(C=C2)OC)=O)C1 (methyl 5-((6-methoxy-2-(4-methoxyphenyl)-1-oxidobenzo[b]thiophen-3-yl)oxy)picolinate), [H-].[H-].[H-].[H-].[Li+].[Al+3] (LAH). Run in C1CCOC1 (THF). Reaction conditions: temperature 0 celsius, time 1 hour. The product is COC=1C=CC2=C(SC(=C2OC=2C=CC(=NC2)CO)C2=CC=C(C=C2)OC)C1 ((5-((6-methoxy-2-(4-methoxyphenyl)benzo[b]thiophen-3-yl)oxy)pyridin-2-yl)methanol). As a reaction SMILES: [CH3:1][O:2][C:3]1[CH:4]=[CH:5][C:6]2[C:10]([O:11][C:12]3[CH:13]=[CH:14][C:15]([C:18](OC)=[O:19])=[N:16][CH:17]=3)=[C:9]([C:22]3[CH:27]=[CH:26][C:25]([O:28][CH3:29])=[CH:24][CH:23]=3)[S:8](=O)[C:7]=2[CH:31]=1.[H-].[H-].[H-].[H-].[Li+].[Al+3]>C1COCC1>[CH3:1][O:2][C:3]1[CH:4]=[CH:5][C:6]2[C:10]([O:11][C:12]3[CH:13]=[CH:14][C:15]([CH2:18][OH:19])=[N:16][CH:17]=3)=[C:9]([C:22]3[CH:27]=[CH:26][C:25]([O:28][CH3:29])=[CH:24][CH:23]=3)[S:8][C:7]=2[CH:31]=1 |f:1.2.3.4.5.6|. Procedure details: To a solution of methyl 5-((6-methoxy-2-(4-methoxyphenyl)-1-oxidobenzo[b]thiophen-3-yl)oxy)picolinate (0.314 g, 0.718 mmol) in THF (5.98 mL) at 0° C. was added LAH (1.0 M in THF, 2.153 mL, 2.15 mmol) dropwise and the reaction was stirred at 0° C. for 1 h. Upon completion the reaction was quenched with water and sat. aq. potassium sodium tartrate and the resulting mixture was stirred for 30 min and then extracted with EtOAc (3×). The organic layers were combined, passed through a phase separator ...